This data is from the Open Reaction Database (ORD), a public repository of structured organic reaction records. The task is: describe an organic reaction: reactants, conditions, products, and yield The reactants are C(C)(C)(C)OC(N[C@H](C(CC1=NC=CC=C1)=O)C(C)(C)C)=O ((1(S)-tert-Butyl-2-oxo-3-pyridin-2-yl-propyl)-carbamic acid tert-butyl ester), Cl (HCl). Solvent: O1CCOCC1 (dioxane). Run at time 2 hour. The product is Cl.N[C@H](/C(=C/C1=NC=CC=C1)/O)C(C)(C)C ((Z)-3(S)-Amino-4,4-dimethyl-1-pyridin-2-yl-pent-1-en-2-ol Hydrochloride). As a reaction SMILES: C(OC(=O)[NH:7][C@@H:8]([C:18]([CH3:21])([CH3:20])[CH3:19])[C:9](=[O:17])[CH2:10][C:11]1[CH:16]=[CH:15][CH:14]=[CH:13][N:12]=1)(C)(C)C.[ClH:23]>O1CCOCC1>[ClH:23].[NH2:7][C@@H:8]([C:18]([CH3:21])([CH3:20])[CH3:19])/[C:9](/[OH:17])=[CH:10]/[C:11]1[CH:16]=[CH:15][CH:14]=[CH:13][N:12]=1 |f:3.4|. Procedure details: (1(S)-tert-Butyl-2-oxo-3-pyridin-2-yl-propyl)-carbamic acid tert-butyl ester (300 mg, 1.0 mmol), was dissolved in dioxane saturated with HCl (20 mL) and the reaction mixture stirred at room temperature for 2 hours. The mixture was then concentrated in vacuo to give the title compound as a yellow solid (0.37 g) which was used in Step C without further purification. The reactants are BrC1=CC(=C(C(=C1)[N+](=O)[O-])O)F (4-bromo-2-fluoro-6-nitrophenol). The reagents and catalysts are [Pd] (palladium on carbon). Run in CO (MeOH). Yields the product NC1=C(C(=CC=C1)F)O (2-amino-6-fluorophenol). Reaction SMILES: Br[C:2]1[CH:7]=[C:6]([N+:8]([O-])=O)[C:5]([OH:11])=[C:4]([F:12])[CH:3]=1>[Pd].CO>[NH2:8][C:6]1[CH:7]=[CH:2][CH:3]=[C:4]([F:12])[C:5]=1[OH:11]. Reported procedure: To a stirred slurry of 10% palladium on carbon (2.26 g, 2.12 mmol) in MeOH (100 mL) was added 4-bromo-2-fluoro-6-nitrophenol (5.00 g, 21.2 mmol). The reaction mixture was stirred under an H2 atmosphere until significant reduction was seen by TLC. The mixture was filtered through Celite and concentrated in vacuo. The resultant solid was triturated with hexanes and reconcentrated to remove residual MeOH and give 2-amino-6-fluorophenol as a dark gray solid. 1H NMR (DMSO-d6, 300 MHz) δ 10.86 (br s, ... Run at time 1.5 hour. Procedure: 43.6 ml (400 mmol) of benzylamine are added to a suspension of 68.4 g (400 mmol) of 3,3-bis(methylsulfanyl)-2-cyano-acrylonitrile (Maybridge) in 400 ml of ethyl acetate. The clear solution is slowly heated to 70° C. (→evolution of MeSH!), stirred at that temperature for 1.5 hours, cooled to RT and concentrated by evaporation, yielding crystalline 3-benzylamino-3-methylsulfanyl-2-cyano-acrylonitrile; 1H-NMR: (CD3OD) 7.36 (m, 5H), 4.77 (s, 2H), 2.59 (s, 3H). Solvent: C(C)(=O)OCC (ethyl acetate). The reactants are C(C1=CC=CC=C1)N (benzylamine), CSC(=C(C#N)C#N)SC (3,3-bis(methylsulfanyl)-2-cyano-acrylonitrile), CS (MeSH). RXN SMILES: [CH2:1]([NH2:8])[C:2]1[CH:7]=[CH:6][CH:5]=[CH:4][CH:3]=1.[CH3:9][S:10][C:11](SC)=[C:12]([C:15]#[N:16])[C:13]#[N:14].CS>C(OCC)(=O)C>[CH2:1]([NH:8][C:11]([S:10][CH3:9])=[C:12]([C:15]#[N:16])[C:13]#[N:14])[C:2]1[CH:7]=[CH:6][CH:5]=[CH:4][CH:3]=1. The product is C(C1=CC=CC=C1)NC(=C(C#N)C#N)SC (3-benzylamino-3-methylsulfanyl-2-cyano-acrylonitrile). Reactants: CNC1(c2ccccc2Cl)C(=O)Nc2ccc(Cl)cc21, ClCCl, O=[N+]([O-])c1ccc(S(=O)(=O)Cl)cc1. The product is CNC1(c2ccccc2Cl)C(=O)N(S(=O)(=O)c2ccc([N+](=O)[O-])cc2)c2ccc(Cl)cc21. RXN SMILES: [Cl:1][c:2]1[cH:3][c:4]2[c:8]([cH:9][cH:10]1)[NH:7][C:6](=[O:11])[C:5]2([NH:12][CH3:13])[c:14]1[c:15]([Cl:20])[cH:16][cH:17][cH:18][cH:19]1.[Cl:34][CH2:35][Cl:36].[N+:21](=[O:22])([O-:23])[c:24]1[cH:25][cH:26][c:27]([S:30](=[O:31])(=[O:32])[Cl:33])[cH:28][cH:29]1>>[Cl:1][c:2]1[cH:3][c:4]2[c:8]([cH:9][cH:10]1)[N:7]([S:30]([c:27]1[cH:26][cH:25][c:24]([N+:21](=[O:22])[O-:23])[cH:29][cH:28]1)(=[O:31])=[O:32])[C:6](=[O:11])[C:5]2([NH:12][CH3:13])[c:14]1[c:15]([Cl:20])[cH:16][cH:17][cH:18][cH:19]1. Starting materials: IC1=CC=CC=2C=C(CCOC21)C(=O)OCC (ethyl 2,3-dihydro-9-iodo-1-benzoxepin-4-carboxylate), C([O-])([O-])=O.[K+].[K+] (potassium carbonate), [C]=O (carbon monoxide), [C]=O (carbon monoxide). The reagents and catalysts are C(C)(=O)[O-].[Pd+2].C(C)(=O)[O-] (palladium(II) acetate). The solvent is CN(C=O)C (N,N-dimethylformamide). The product is C(=O)(O)C1=CC=CC=2C=C(CCOC21)C(=O)OCC (ethyl 9-carboxy-2,3-dihydro-1-benzoxepin-4-carboxylate). Yield: 88.7%. RXN SMILES: I[C:2]1[C:12]2[O:11][CH2:10][CH2:9][C:8]([C:13]([O:15][CH2:16][CH3:17])=[O:14])=[CH:7][C:6]=2[CH:5]=[CH:4][CH:3]=1.[C:18](=O)([O-:20])[O-:19].[K+].[K+].[C]=O>CN(C)C=O.C([O-])(=O)C.[Pd+2].C([O-])(=O)C>[C:18]([C:2]1[C:12]2[O:11][CH2:10][CH2:9][C:8]([C:13]([O:15][CH2:16][CH3:17])=[O:14])=[CH:7][C:6]=2[CH:5]=[CH:4][CH:3]=1)([OH:20])=[O:19] |f:1.2.3,6.7.8,^3:23|. Procedure details: To a mixture of ethyl 2,3-dihydro-9-iodo-1-benzoxepin-4-carboxylate (5.62 g), potassium carbonate (9.03 g), and palladium(II) acetate (0.73 g) in aqueous N,N-dimethylformamide (48 ml, 67% v/v) was introduced carbon monoxide for 30 minutes. The reaction mixture was stirred for 2 days at ambient temperature in an atmosphere of carbon monoxide and partitioned between ethyl acetate and water. The aqueous layer was acidified with 1H hydrochloric acid and extracted with ethyl acetate. The organic laye... Starting materials: Cl.C1(CC1)N(C(C1=CC=C(C=C1)C1=CN=CO1)=O)C1CCNCC1 (N-cyclopropyl-4-oxazol-5-yl-N-piperidin-4-yl-benzamide hydrochloride), FC1=NC=C(C=C1F)C(F)(F)F (2,3-difluoro-5-trifluoromethyl-pyridine). Solvent: CN1C(CCC1)=O (N-methylpyrrolidinone). Yields the product C1(CC1)N(C(C1=CC=C(C=C1)C1=CN=CO1)=O)C1CCN(CC1)C1=NC=C(C=C1F)C(F)(F)F (N-Cyclopropyl-N-(3′-fluoro-5′-trifluoromethyl-3,4,5,6-tetrahydro-2H-[1,2′]bipyridinyl-4-yl)-4-oxazol-5-yl-benzamide). RXN SMILES: Cl.[CH:2]1([N:5]([CH:19]2[CH2:24][CH2:23][NH:22][CH2:21][CH2:20]2)[C:6](=[O:18])[C:7]2[CH:12]=[CH:11][C:10]([C:13]3[O:17][CH:16]=[N:15][CH:14]=3)=[CH:9][CH:8]=2)[CH2:4][CH2:3]1.F[C:26]1[C:31]([F:32])=[CH:30][C:29]([C:33]([F:36])([F:35])[F:34])=[CH:28][N:27]=1>CN1CCCC1=O>[CH:2]1([N:5]([CH:19]2[CH2:24][CH2:23][N:22]([C:26]3[C:31]([F:32])=[CH:30][C:29]([C:33]([F:36])([F:34])[F:35])=[CH:28][N:27]=3)[CH2:21][CH2:20]2)[C:6](=[O:18])[C:7]2[CH:8]=[CH:9][C:10]([C:13]3[O:17][CH:16]=[N:15][CH:14]=3)=[CH:11][CH:12]=2)[CH2:4][CH2:3]1 |f:0.1|. Reported procedure: The title compound is prepared from N-cyclopropyl-4-oxazol-5-yl-N-piperidin-4-yl-benzamide hydrochloride and 2,3-difluoro-5-trifluoromethyl-pyridine following a procedure analogous to that described in Example 19 using N-methylpyrrolidinone as solvent. LC (method 16): tR=0.56 min; Mass spectrum (ESI+): m/z=475 [M+H]+. Reactants: C1(=CC=CC=C1)C1(CCS(C2CN(CC21)C(=O)OC=C)(=O)=O)C2=CC=CC=C2 ((4aRS,7aRS)-4,4-diphenyl-6-vinyloxycarbonyl perhydrothiopyrano[2,3-c]pyrrole 1,1-dioxide), solution, Cl (hydrochloric acid). Solvent: O1CCOCC1 (dioxane). Yields the product Cl.C1(=CC=CC=C1)C1(CCS(C2CNCC21)(=O)=O)C2=CC=CC=C2 ((4aRS,7aRS)-4,4-diphenylperhydrothiopyrano[2,3-c]pyrrole 1,1-dioxide hydrochloride). As a reaction SMILES: [C:1]1([C:7]2([C:23]3[CH:28]=[CH:27][CH:26]=[CH:25][CH:24]=3)[CH:15]3[CH:11]([CH2:12][N:13](C(OC=C)=O)[CH2:14]3)[S:10](=[O:22])(=[O:21])[CH2:9][CH2:8]2)[CH:6]=[CH:5][CH:4]=[CH:3][CH:2]=1.[ClH:29]>O1CCOCC1>[ClH:29].[C:23]1([C:7]2([C:1]3[CH:6]=[CH:5][CH:4]=[CH:3][CH:2]=3)[CH:15]3[CH:11]([CH2:12][NH:13][CH2:14]3)[S:10](=[O:21])(=[O:22])[CH2:9][CH2:8]2)[CH:24]=[CH:25][CH:26]=[CH:27][CH:28]=1 |f:3.4|. Procedure: 0.58 g of (4aRS,7aRS)-4,4-diphenyl-6-vinyloxycarbonyl perhydrothiopyrano[2,3-c]pyrrole 1,1-dioxide is treated with 25 cm3 of a 5.7N solution of hydrochloric acid in dry dioxane for 30 minutes while making lukewarm. The reaction solution is concentrated to dryness under reduced pressure (2.7 kPa) at 50° C. The residue is taken up in 15 cm3 of ethanol, the solution obtained is refluxed for 30 minutes and then concentrated to dryness. The solid obtained is washed with ethyl ether, drained and dried... The reactants are O=C([O-])[O-], CC#N, CI, [K+], [K+], O=[N+]([O-])c1ccc(CO)cc1. Product: COCc1ccc([N+](=O)[O-])cc1. Reaction SMILES: [C:12](=[O:13])([O-:14])[O-:15].[CH3:20][C:21]#[N:22].[I:18][CH3:19].[K+:16].[K+:17].[N+:1](=[O:2])([O-:3])[c:4]1[cH:5][cH:6][c:7]([CH2:10][OH:11])[cH:8][cH:9]1>>[N+:1](=[O:2])([O-:3])[c:4]1[cH:5][cH:6][c:7]([CH2:10][O:11][CH3:12])[cH:8][cH:9]1.